Dataset: the Open Reaction Database (ORD), a public repository of structured organic reaction records. Task: describe an organic reaction: reactants, conditions, products, and yield RXN SMILES: C[O:2][C:3]([C@H:5]1[CH2:14][C@H:13]([NH:15][C:16]([NH:18][C:19]2[CH:24]=[CH:23][C:22]([I:25])=[CH:21][CH:20]=2)=[O:17])[C:12]2[C:7](=[CH:8][C:9]([Cl:27])=[CH:10][C:11]=2[Cl:26])[NH:6]1)=[O:4]>CS(C)=O>[C:3]([C@H:5]1[CH2:14][C@H:13]([NH:15][C:16]([NH:18][C:19]2[CH:24]=[CH:23][C:22]([I:25])=[CH:21][CH:20]=2)=[O:17])[C:12]2[C:7](=[CH:8][C:9]([Cl:27])=[CH:10][C:11]=2[Cl:26])[NH:6]1)([OH:4])=[O:2]. The solvent is CS(=O)C (DMSO). Procedure details: This compound was prepared by the method given for Example 38 step b using trans-2-methoxycarbonyl-5,7-dichloro-4(4-iodophenylaminocarbonyl)amino-1,2,3,4-tetrahydroquinoline in place of trans-2-methoxycarbonyl-5,7-dichloro-4(phenylaminocarbonyl)amino-1,2,3,4-tetrahydroquinoline to give the title compound as colourless crystals, m.p. 224°-226° C. δ (DMSO, 360 MHz) 1.62 (1H, ddd, J=13.1, 12.9 and 3.4 Hz, CHACHBHCCHD), 2.31 (1H, dm, J=13.1 Hz, CHACHBHCCHD), 3.87 (1H, dd, J=12.7 and 2.7 Hz, CHACHBHC... Product: C(=O)(O)[C@@H]1NC2=CC(=CC(=C2[C@H](C1)NC(=O)NC1=CC=C(C=C1)I)Cl)Cl (Trans-2-carboxy-5,7-dichloro-4-(4-iodophenyl)aminocarbonylamino-1,2,3,4-tetrahydroquinoline), Ar-H. Reactants: COC(=O)[C@@H]1NC2=CC(=CC(=C2[C@H](C1)NC(=O)NC1=CC=C(C=C1)I)Cl)Cl (trans-2-methoxycarbonyl-5,7-dichloro-4(4-iodophenylaminocarbonyl)amino-1,2,3,4-tetrahydroquinoline). Reactants: C(C)(C)NC(=O)N1N=C(C2=CC(=CC=C12)C(F)(F)F)NCC(NC1CNC1)=O (3-[(Azetidin-3-ylcarbamoylmethyl)-amino]-5-trifluoromethyl-indazole-1-carboxylic acid isopropylamide), C1(CCC(CC1)=O)C1CCCCC1 (bicyclohexyl-4-one). Yields the product C(C)(C)NC(=O)N1N=C(C2=CC(=CC=C12)C(F)(F)F)NCC(NC1CN(C1)C1CCC(CC1)C1CCCCC1)=O (3-{[(1-Bicyclohexyl-4-yl-azetidin-3-ylcarbamoyl)-methyl]-amino}-5-trifluoromethyl-indazole-1-carboxylic acid isopropylamide). Reaction SMILES: [CH:1]([NH:4][C:5]([N:7]1[C:15]2[C:10](=[CH:11][C:12]([C:16]([F:19])([F:18])[F:17])=[CH:13][CH:14]=2)[C:9]([NH:20][CH2:21][C:22](=[O:28])[NH:23][CH:24]2[CH2:27][NH:26][CH2:25]2)=[N:8]1)=[O:6])([CH3:3])[CH3:2].[CH:29]1([CH:36]2[CH2:41][CH2:40][CH2:39][CH2:38][CH2:37]2)[CH2:34][CH2:33][C:32](=O)[CH2:31][CH2:30]1>>[CH:1]([NH:4][C:5]([N:7]1[C:15]2[C:10](=[CH:11][C:12]([C:16]([F:18])([F:19])[F:17])=[CH:13][CH:14]=2)[C:9]([NH:20][CH2:21][C:22](=[O:28])[NH:23][CH:24]2[CH2:25][N:26]([CH:39]3[CH2:40][CH2:41][CH:36]([CH:29]4[CH2:34][CH2:33][CH2:32][CH2:31][CH2:30]4)[CH2:37][CH2:38]3)[CH2:27]2)=[N:8]1)=[O:6])([CH3:3])[CH3:2]. Reported procedure: The title compound was prepared as a white solid from reaction of 3-[(azetidin-3-ylcarbamoylmethyl)-amino]-5-trifluoromethyl-indazole-1-carboxylic acid isopropylamide (as prepared in Example 90, Step A) and bicyclohexyl-4-one using the procedure described in Step E of Example 1. The reactants are O=C1CN(CCC1)C(=O)OC(C)(C)C (t-Butyl 3-oxo-1-piperidinecarboxylate), [Cl-].FC1=CC=C(C=C1)C[P+](C1=CC=CC=C1)(C1=CC=CC=C1)C1=CC=CC=C1 ((4-fluorophenylmethyl)-triphenylphosphonium chloride), C(CCC)[Li] (n-butyllithium), CCCCCC (hexane). The solvent is O1CCCC1 (tetrahydrofuran), O1CCCC1 (tetrahydrofuran). Conditions: temperature 0 celsius, time 1 hour. Product: FC1=CC=C(C=C2CN(CCC2)C(=O)OC(C)(C)C)C=C1 (t-Butyl 3-(4-fluorobenzylidene)-1-piperidinecarboxylate). The yield is 75.4%. Reaction SMILES: [Cl-].[F:2][C:3]1[CH:8]=[CH:7][C:6]([CH2:9][P+](C2C=CC=CC=2)(C2C=CC=CC=2)C2C=CC=CC=2)=[CH:5][CH:4]=1.C([Li])CCC.CCCCCC.O=[C:41]1[CH2:46][CH2:45][CH2:44][N:43]([C:47]([O:49][C:50]([CH3:53])([CH3:52])[CH3:51])=[O:48])[CH2:42]1>O1CCCC1>[F:2][C:3]1[CH:4]=[CH:5][C:6]([CH:9]=[C:45]2[CH2:46][CH2:41][CH2:42][N:43]([C:47]([O:49][C:50]([CH3:53])([CH3:52])[CH3:51])=[O:48])[CH2:44]2)=[CH:7][CH:8]=1 |f:0.1|. Reported procedure: To a stirring solution of (4-fluorophenylmethyl)-triphenylphosphonium chloride (17.68 g, 43.5 mmol) in dry tetrahydrofuran (60 mL) at −78° C. was added 2.5 M n-butyllithium in hexane (14.6 mL, 36.5 mmol). The reaction was warmed to 0° C. for 1 hr and t-Butyl 3-oxo-1-piperidinecarboxylate (3.46 g, 17.4 mmol) in tetrahydrofuran (60 mL) was added. The mixture was stirred at room temperature for 1 hr and the heated to reflux for 16 hr. The reaction was cooled to room temperature and quenched by the ... Starting materials: BrC=1C=C(C(=O)OC)C=CC1C (methyl 3-bromo-4-methylbenzoate), BrC=1C=C(C(=O)OC)C=CC1C (methyl 3-bromo-4-methylbenzoate), CN(C=O)C (N,N-dimethylformamide). The reagents and catalysts are [C-]#N.[C-]#N.[Zn+2] (Zn(CN)2), C=1C=CC(=CC1)[P](C=2C=CC=CC2)(C=3C=CC=CC3)[Pd]([P](C=4C=CC=CC4)(C=5C=CC=CC5)C=6C=CC=CC6)([P](C=7C=CC=CC7)(C=8C=CC=CC8)C=9C=CC=CC9)[P](C=1C=CC=CC1)(C=1C=CC=CC1)C=1C=CC=CC1 (Pd(PPh3)4). Run at temperature 100 celsius, time 8 hour. The product is C(#N)C=1C=C(C(=O)OC)C=CC1C (Methyl 3-cyano-4-methylbenzoate). Isolated yield 76.0%. As a reaction SMILES: Br[C:2]1[CH:3]=[C:4]([CH:9]=[CH:10][C:11]=1[CH3:12])[C:5]([O:7][CH3:8])=[O:6].[CH3:13][N:14](C)C=O>[C-]#N.[C-]#N.[Zn+2].C1C=CC([P]([Pd]([P](C2C=CC=CC=2)(C2C=CC=CC=2)C2C=CC=CC=2)([P](C2C=CC=CC=2)(C2C=CC=CC=2)C2C=CC=CC=2)[P](C2C=CC=CC=2)(C2C=CC=CC=2)C2C=CC=CC=2)(C2C=CC=CC=2)C2C=CC=CC=2)=CC=1>[C:13]([C:2]1[CH:3]=[C:4]([CH:9]=[CH:10][C:11]=1[CH3:12])[C:5]([O:7][CH3:8])=[O:6])#[N:14] |f:2.3.4,^1:26,28,47,66|. Procedure: A mixture of methyl 3-bromo-4-methylbenzoate (compound 1.6, 18 g, 78.58 mmol, 1.00 equiv), Zn(CN)2 (11.1 g, 94.87 mmol, 1.20 equiv), and Pd(PPh3)4 (7.3 g, 6.32 mmol, 0.08 equiv) in N,N-dimethylformamide (250 mL) was stirred under a nitrogen atmosphere at 100° C. overnight. After cooling to room temperature, the reaction was then quenched by careful addition of 200 mL of FeSO4 (aq., sat.) and diluted with ethyl acetate. The resulting mixture was stirred vigorously then filtered through celite and...